Dataset: the Open Reaction Database (ORD), a public repository of structured organic reaction records. Task: describe an organic reaction: reactants, conditions, products, and yield Reactants: saturated solution, S(=O)(=O)([O-])[O-].[Na+].[Na+] (sodium sulfate), C(C1=CC=CC=C1)N1CCC(CC1)(C(=O)OC)NC1=CC=CC=C1 (methyl 1-benzyl-4-anilino-4-piperidine carboxylate), solution, sodium dihydrobis(2-methoxyethoxy)aluminate. Solvent: C1(=CC=CC=C1)C (toluene), C1=CC=CC=C1 (benzene). Run at time 1 hour. Yields the product C(C1=CC=CC=C1)N1CCC(CC1)(CO)NC1=CC=CC=C1 (1-benzyl-4-anilino-4-piperidinemethanol). Isolated yield 104.3%. As a reaction SMILES: [CH2:1]([N:8]1[CH2:13][CH2:12][C:11]([NH:18][C:19]2[CH:24]=[CH:23][CH:22]=[CH:21][CH:20]=2)([C:14](OC)=[O:15])[CH2:10][CH2:9]1)[C:2]1[CH:7]=[CH:6][CH:5]=[CH:4][CH:3]=1.S([O-])([O-])(=O)=O.[Na+].[Na+]>C1(C)C=CC=CC=1.C1C=CC=CC=1>[CH2:1]([N:8]1[CH2:9][CH2:10][C:11]([NH:18][C:19]2[CH:24]=[CH:23][CH:22]=[CH:21][CH:20]=2)([CH2:14][OH:15])[CH2:12][CH2:13]1)[C:2]1[CH:3]=[CH:4][CH:5]=[CH:6][CH:7]=1 |f:1.2.3|. Procedure details: A stirred solution of 76.1 g of methyl 1-benzyl-4-anilino-4-piperidine carboxylate in 1200 ml of toluene is maintained at ambient temperature while 130 ml of a 70% solution of sodium dihydrobis(2-methoxyethoxy)aluminate in benzene is added dropwise. Stirring is continued for one hour after the addition. Two hundred grams of a saturated solution of sodium sulfate is added. The aqueous portion is removed and the organic portion is dried over sodium sulfate and flash evaporated to give 72.5 g of 1-... Reactants: O=C(OCC)C1=CC=CN1C. Reagents/catalysts: [K].OC(C)(C)C, O1B(OC(C)(C)C1(C)C)B2OC(C)(C)C(O2)(C)C, O=C1C=CC=2C=CC=C(C3=CN=C(C=C3)C=4N=CC=CC4)C2N1, C[OH2+].C[OH2+].C1CC=CCCC=C1.C1CC=CCCC=C1.[Ir].[Ir]. The solvent is O1CCCC1. Run at temperature 80 celsius, time 12 hour. Yields the product O=C(OCC)C1=CC=C(B2OC(C)(C)C(O2)(C)C)N1C. The yield is 90.0%. Starting materials: C(C)(C)(C)OC(=O)N1CCC(CC1)C(=O)O (piperidine-1,4-dicarboxylic acid mono-tert-butyl ester), C=1C=CC2=C(C1)N=NN2O (HOBt), CCN=C=NCCCN(C)C (EDCI), C(C)OC1=C(C=CC=C1)C1=CC(=NC=N1)N (6-(2-ethoxy-phenyl)-pyrimidin-4-ylamine). The solvent is ClCCl (dichloromethane), ClCCl (dichloromethane). Run at time 7.5 minute. The product is C(C)(C)(C)OC(=O)N1CCC(CC1)C(NC1=NC=NC(=C1)C1=C(C=CC=C1)OCC)=O (4-[6-(2-ethoxy-phenyl)-pyrimidin-4-ylcarbamoyl]-piperidine-1-carboxylic acid tert-butyl ester). Yield: 39.8%. RXN SMILES: [C:1]([O:5][C:6]([N:8]1[CH2:13][CH2:12][CH:11]([C:14]([OH:16])=O)[CH2:10][CH2:9]1)=[O:7])([CH3:4])([CH3:3])[CH3:2].C1C=CC2N(O)N=NC=2C=1.CCN=C=NCCCN(C)C.[CH2:38]([O:40][C:41]1[CH:46]=[CH:45][CH:44]=[CH:43][C:42]=1[C:47]1[N:52]=[CH:51][N:50]=[C:49]([NH2:53])[CH:48]=1)[CH3:39]>ClCCl>[C:1]([O:5][C:6]([N:8]1[CH2:9][CH2:10][CH:11]([C:14](=[O:16])[NH:53][C:49]2[CH:48]=[C:47]([C:42]3[CH:43]=[CH:44][CH:45]=[CH:46][C:41]=3[O:40][CH2:38][CH3:39])[N:52]=[CH:51][N:50]=2)[CH2:12][CH2:13]1)=[O:7])([CH3:2])([CH3:3])[CH3:4]. Procedure details: To a stirred solution of piperidine-1,4-dicarboxylic acid mono-tert-butyl ester (V), (1.27 g, 5.54 mmol) in dry dichloromethane, HOBt (1.27 g, 9.30 mmol) and EDCI (1.78 g, 9.30 mmol) were added at 0° C. and the reaction mixture was stirred for 5-10 minutes. Then 6-(2-ethoxy-phenyl)-pyrimidin-4-ylamine (III) (1.00 g, 4.65 mmol) was added and the reaction mixture was heated to reflux under an atmosphere of nitrogen for 48 hours. The reaction mixture was diluted with dichloromethane and washed with... The reactants are [C-]#N, [C-]#N, COc1cc2c(Oc3ccc([N+](=O)[O-])cc3)ccnc2cc1OS(=O)(=O)C(F)(F)F, CN(C)C=O, O, [Zn+2]. Yields the product COc1cc2c(Oc3ccc([N+](=O)[O-])cc3)ccnc2cc1C#N. As a reaction SMILES: [C-:37]#[N:38].[C-:40]#[N:41].[CH3:1][O:2][c:3]1[cH:4][c:5]2[c:6]([O:21][c:22]3[cH:23][cH:24][c:25]([N+:28](=[O:29])[O-:30])[cH:26][cH:27]3)[cH:7][cH:8][n:9][c:10]2[cH:11][c:12]1[O:13][S:14]([C:15]([F:16])([F:17])[F:18])(=[O:19])=[O:20].[CH3:32][N:33]([CH3:34])[CH:35]=[O:36].[OH2:31].[Zn+2:39]>>[CH3:1][O:2][c:3]1[cH:4][c:5]2[c:6]([O:21][c:22]3[cH:23][cH:24][c:25]([N+:28](=[O:29])[O-:30])[cH:26][cH:27]3)[cH:7][cH:8][n:9][c:10]2[cH:11][c:12]1[C:32]#[N:33]. The reactants are arylidene, N[C@@H](CCC(=O)O)C(=O)O (glutamic acid), alkyl, C(=O)(OCC1=CC=CC=C1)Cl (carbobenzoxy chloride), acyl, NC(=O)OCC (urethan), N[C@@H](CCC(=O)O)C(=O)O (glutamic acid). Yields the product C(=O)(OCC1=CC=CC=C1)N[C@@H](CCC(=O)O)C(=O)O (N-carbobenzoxy glutamic acid). As a reaction SMILES: [NH2:1][C@H:2]([C:8]([OH:10])=[O:9])[CH2:3][CH2:4][C:5]([OH:7])=[O:6].NC(OCC)=O.[C:17](Cl)([O:19][CH2:20][C:21]1[CH:26]=[CH:25][CH:24]=[CH:23][CH:22]=1)=[O:18]>>[C:17]([NH:1][C@H:2]([C:8]([OH:10])=[O:9])[CH2:3][CH2:4][C:5]([OH:7])=[O:6])([O:19][CH2:20][C:21]1[CH:26]=[CH:25][CH:24]=[CH:23][CH:22]=1)=[O:18]. Procedure details: A number of different blocking agents can be used to block the amine group on the glutamic acid. These blocking agents include acyl-type protecting groups, urethan protecting groups, alkyl-type protecting groups, and arylidene-type protecting groups. Alternatively, rather than using blocking agents, the amine group can be protonated to block its functionality. Preferably, blocking of the glutamic acid is achieved by reacting it with carbobenzoxy chloride in an aqueous alkaline solution to form N...